From a dataset of the Open Reaction Database (ORD), a public repository of structured organic reaction records. describe an organic reaction: reactants, conditions, products, and yield RXN SMILES: [F:1][C:2]1[N:10]=[C:9]([F:11])[CH:8]=[CH:7][C:3]=1[C:4]([OH:6])=[O:5].CO.S(=O)(=O)(O)O.[C:19](=O)([O-])[O-].[K+].[K+]>O>[CH3:19][O:5][C:4](=[O:6])[C:3]1[CH:7]=[CH:8][C:9]([F:11])=[N:10][C:2]=1[F:1] |f:3.4.5|. Starting materials: FC1=C(C(=O)O)C=CC(=N1)F (2,6-difluoro-nicotinic acid), CO (methanol), S(O)(O)(=O)=O (sulfuric acid), C([O-])([O-])=O.[K+].[K+] (potassium carbonate). Procedure details: In a round bottom flask, 2,6-difluoro-nicotinic acid (51, 5.60 g, 35.2 mmol), 60.0 mL of methanol and sulfuric acid (1.0 mL, 19.0 mmol) are combined and heated to reflux overnight. The reaction is poured into water, adjusted to pH around 9 with 1M aqueous potassium carbonate, and extracted with ethyl acetate. The organic layer is dried over sodium sulfate, filtered and the filtrate concentrated under vacuum to provide the desired compound as a yellow oil (52, 3.5 g). Run in O (water). Product: COC(C1=C(N=C(C=C1)F)F)=O (2,6-difluoro-nicotinic acid methyl ester). Starting materials: CC(C)(C)OC(=O)N1CCN(C(=O)Cl)CC1, Fc1ccc(COc2ccc(CS)cc2)cc1, O, c1ccncc1. Yields the product CC(C)(C)OC(=O)N1CCN(C(=O)SCc2ccc(OCc3ccc(F)cc3)cc2)CC1. As a reaction SMILES: [C:1]([CH3:2])([CH3:3])([CH3:4])[O:5][C:6](=[O:7])[N:8]1[CH2:9][CH2:10][N:11]([C:14](=[O:15])[Cl:16])[CH2:12][CH2:13]1.[F:17][c:18]1[cH:19][cH:20][c:21]([CH2:22][O:23][c:24]2[cH:25][cH:26][c:27]([CH2:30][SH:31])[cH:28][cH:29]2)[cH:32][cH:33]1.[OH2:34].[cH:35]1[cH:36][cH:37][n:38][cH:39][cH:40]1>>[C:1]([CH3:2])([CH3:3])([CH3:4])[O:5][C:6](=[O:7])[N:8]1[CH2:9][CH2:10][N:11]([C:14](=[O:15])[S:31][CH2:30][c:27]2[cH:26][cH:25][c:24]([O:23][CH2:22][c:21]3[cH:20][cH:19][c:18]([F:17])[cH:33][cH:32]3)[cH:29][cH:28]2)[CH2:12][CH2:13]1.